Dataset: the Open Reaction Database (ORD), a public repository of structured organic reaction records. Task: describe an organic reaction: reactants, conditions, products, and yield Reactants: ClC=1N=NC(=C(C1)C)C=1C=C(C=CC1)C(F)(F)F (3-chloro-5-methyl-6-(α,α,αtrifluoro-m-tolyl)pyridazine), C(C)(=O)NN (acetylhydrazine). The solvent is C(CCC)O (n-butanol). Product: CC1=NN=C2N1N=C(C(=C2)C)C=2C=C(C=CC2)C(F)(F)F (3,7-dimethyl-6-(α,α,α-trifluoro-m-tolyl)-1,2,4-triazolo[4,3-b]pyridazine). As a reaction SMILES: Cl[C:2]1[N:3]=[N:4][C:5]([C:9]2[CH:10]=[C:11]([C:15]([F:18])([F:17])[F:16])[CH:12]=[CH:13][CH:14]=2)=[C:6]([CH3:8])[CH:7]=1.[C:19]([NH:22][NH2:23])(=O)[CH3:20]>C(O)CCC>[CH3:20][C:19]1[N:3]2[N:4]=[C:5]([C:9]3[CH:10]=[C:11]([C:15]([F:18])([F:17])[F:16])[CH:12]=[CH:13][CH:14]=3)[C:6]([CH3:8])=[CH:7][C:2]2=[N:23][N:22]=1. Procedure details: As in Example 36, a mixture of 8.0 g of 3-chloro-5-methyl-6-(α,α,αtrifluoro-m-tolyl)pyridazine and 4.34 g. of acetylhydrazine in 125 ml. of n-butanol is refluxed for 48 hr. to give 6.2 g. of cream colored crystals, m.p. 185°-187° C.